Dataset: the Open Reaction Database (ORD), a public repository of structured organic reaction records. Task: describe an organic reaction: reactants, conditions, products, and yield Starting materials: CC(C)(C)[Si](O[C@@H](CC(=O)OC)CP(=O)(OC)\C=C\C=1C(=NC(=CC1C1=CC=C(C=C1)F)C1=CC=CC=C1)C(C)C)(C1=CC=CC=C1)C1=CC=CC=C1 ((S,E)-3-[[(1,1-Dimethylethyl)diphenylsilyl]oxy]-4-[[2-[4-(4-fluorophenyl)-2-(1-methylethyl)-6-phenyl-3-pyridinyl]ethenyl]methoxyphosphinyl]butanoic acid, methyl ester), CC(=O)O (HOAc), [F-].C(CCC)[N+](CCCC)(CCCC)CCCC (tetra-n-butylammonium fluoride), C(=O)(O)[O-].[Na+] (NaHCO3). The solvent is C1CCOC1 (THF). Conditions: time 22 hour. The product is FC1=CC=C(C=C1)C1=C(C(=NC(=C1)C1=CC=CC=C1)C(C)C)/C=C/P(=O)(C[C@H](CC(=O)OC)O)OC ((S,E)-4-[[2-[4-(4-Fluorophenyl)-2-(1-methylethyl)-6-phenyl-3-pyridinyl]ethenyl]methoxyphosphinyl]-3-hydroxybutanoic acid, methyl ester). The yield is 88.3%. Reaction SMILES: CC([Si](C1C=CC=CC=1)(C1C=CC=CC=1)[O:6][C@H:7]([CH2:13][P:14](/[CH:18]=[CH:19]/[C:20]1[C:21]([CH:39]([CH3:41])[CH3:40])=[N:22][C:23]([C:33]2[CH:38]=[CH:37][CH:36]=[CH:35][CH:34]=2)=[CH:24][C:25]=1[C:26]1[CH:31]=[CH:30][C:29]([F:32])=[CH:28][CH:27]=1)([O:16][CH3:17])=[O:15])[CH2:8][C:9]([O:11][CH3:12])=[O:10])(C)C.CC(O)=O.[F-].C([N+](CCCC)(CCCC)CCCC)CCC.C([O-])(O)=O.[Na+]>C1COCC1>[F:32][C:29]1[CH:30]=[CH:31][C:26]([C:25]2[CH:24]=[C:23]([C:33]3[CH:34]=[CH:35][CH:36]=[CH:37][CH:38]=3)[N:22]=[C:21]([CH:39]([CH3:40])[CH3:41])[C:20]=2/[CH:19]=[CH:18]/[P:14]([O:16][CH3:17])([CH2:13][C@@H:7]([OH:6])[CH2:8][C:9]([O:11][CH3:12])=[O:10])=[O:15])=[CH:27][CH:28]=1 |f:2.3,4.5|. Procedure: A solution of (S,E)-3-[[(1,1-Dimethylethyl)diphenylsilyl]oxy]-4-[[2-[4-(4-fluorophenyl)-2-(1-methylethyl)-6-phenyl-3-pyridinyl]ethenyl]methoxyphosphinyl]butanoic acid, methyl ester (826 mg, 1.10 mmol) in THF (10 ml) was treated with HOAc (320 ul, 336 mg, 5.6 mmol) and tetra-n-butylammonium fluoride (1.0M in THF, 3.3 ml, 3.3 mmol). After stirring at room temperature for 22 hours, the solution was poured into saturated NaHCO3 and extracted with EtOAc. The EtOAc extract was washed with brine, dried...